Dataset: the Open Reaction Database (ORD), a public repository of structured organic reaction records. Task: describe an organic reaction: reactants, conditions, products, and yield The reactants are ClC=1NC2=C(N1)C=CC=C2 (2-chlorobenzimidazole), ClC1=CC=C(N)C=C1 (4-chloroaniline). Product: N1=C(NC2=C1C=CC=C2)NC2=CC=C(C=C2)Cl (N-(Benzimidazol-2-yl)-4-chloroaniline), hydrochloride salt. RXN SMILES: Cl[C:2]1[NH:3][C:4]2[CH:10]=[CH:9][CH:8]=[CH:7][C:5]=2[N:6]=1.[Cl:11][C:12]1[CH:18]=[CH:17][C:15]([NH2:16])=[CH:14][CH:13]=1>>[N:6]1[C:5]2[CH:7]=[CH:8][CH:9]=[CH:10][C:4]=2[NH:3][C:2]=1[NH:16][C:15]1[CH:17]=[CH:18][C:12]([Cl:11])=[CH:13][CH:14]=1. Reported procedure: The title compound was prepared from 2-chlorobenzimidazole and 4-chloroaniline by Procedure A. The product was isolated by filtration and recrystallisation to give the title compound as a hydrochloride salt (white solid, mp 238-240° C.). MS(ES+) m/z 244 ([M+1]+, 100).